The task is: describe an organic reaction: reactants, conditions, products, and yield. This data is from the Open Reaction Database (ORD), a public repository of structured organic reaction records. The reactants are CC(C)(C)OC(=O)NN, CCC(=O)c1ccncc1, CCO. The product is CCC(=NNC(=O)OC(C)(C)C)c1ccncc1. As a reaction SMILES: [C:11]([CH3:12])([CH3:13])([CH3:14])[O:15][C:16]([NH:17][NH2:18])=[O:19].[C:1]([CH2:2][CH3:3])(=[O:4])[c:5]1[cH:6][cH:7][n:8][cH:9][cH:10]1.[CH3:20][CH2:21][OH:22]>>[C:1]([CH2:2][CH3:3])([c:5]1[cH:6][cH:7][n:8][cH:9][cH:10]1)=[N:18][NH:17][C:16]([O:15][C:11]([CH3:12])([CH3:13])[CH3:14])=[O:19]. Reactants: S(=O)(=O)(Cl)Cl (sulfuryl chloride), resultant mixture, S(=O)(=O)(Cl)Cl (sulfuryl chloride), S(=O)(=O)(Cl)Cl (sulfuryl chloride), FC(=CCCSC=1SC=CN1)F (2-(4,4-difluorobut-3-enylthio)thiazole), CN(C=O)C (dimethylformamide), S(=O)(=O)(Cl)Cl (sulfuryl chloride), O (water). Run in C(Cl)(Cl)Cl (chloroform), C(Cl)(Cl)Cl (chloroform), C(Cl)(Cl)Cl (chloroform), C(Cl)(Cl)Cl (chloroform). Reaction conditions: temperature 45 celsius, time 16 hour. The product is ClC1=CN=C(S1)SCCC=C(F)F (5-chloro-2-(4,4-difluorobut-3-enylthio)thiazole). The yield is 95.9%. As a reaction SMILES: S(Cl)([Cl:4])(=O)=O.[F:6][C:7]([F:17])=[CH:8][CH2:9][CH2:10][S:11][C:12]1[S:13][CH:14]=[CH:15][N:16]=1.CN(C)C=O.O>C(Cl)(Cl)Cl>[Cl:4][C:14]1[S:13][C:12]([S:11][CH2:10][CH2:9][CH:8]=[C:7]([F:6])[F:17])=[N:16][CH:15]=1. Procedure details: A solution of sulfuryl chloride (0.66 g) and chloroform (2.0 ml) was added dropwise over a period of 1.5 hour to a stirred mixture of 2-(4,4-difluorobut-3-enylthio)thiazole (1.01 g), and dimethylformamide (10 ml) maintained at 45° C. under a nitrogen atmosphere and the resultant mixture stirred for a further 2.5 hour. A further aliquot of sulfuryl chloride (0.07 g) dissolved in chloroform (1.0 ml) was then added over 15 minutes and the mixture stirred at 45° C. for 16 hours. A third portion of s... Starting materials: COc1ccc(C(=O)Cl)cc1, C1CCOC1, COc1ccc(C(=O)CCc2ccccc2)cc1, O=C(O)CC(O)(CC(=O)O)C(=O)O. Yields the product COc1ccc(C(=O)C(Cc2ccccc2)C(=O)c2ccc(OC)cc2)cc1. As a reaction SMILES: [C:19]([c:20]1[cH:21][cH:22][c:23]([O:26][CH3:27])[cH:24][cH:25]1)(=[O:28])[Cl:29].[CH2:43]1[O:44][CH2:45][CH2:46][CH2:47]1.[CH3:1][O:2][c:3]1[cH:4][cH:5][c:6]([C:9]([CH2:10][CH2:11][c:12]2[cH:13][cH:14][cH:15][cH:16][cH:17]2)=[O:18])[cH:7][cH:8]1.[OH:30][C:31]([CH2:32][C:33]([C:34](=[O:35])[OH:36])([CH2:37][C:38](=[O:39])[OH:40])[OH:41])=[O:42]>>[CH3:1][O:2][c:3]1[cH:4][cH:5][c:6]([C:9]([CH:10]([CH2:11][c:12]2[cH:13][cH:14][cH:15][cH:16][cH:17]2)[C:19]([c:20]2[cH:21][cH:22][c:23]([O:26][CH3:27])[cH:24][cH:25]2)=[O:28])=[O:18])[cH:7][cH:8]1.